This data is from the Open Reaction Database (ORD), a public repository of structured organic reaction records. The task is: describe an organic reaction: reactants, conditions, products, and yield Starting materials: CC(=O)O, CCc1nc2c(cnn2CC)c(NC2CCOCC2)c1CNC(=O)c1cccc(C(=O)NCc2cc(-c3cccc(C=O)c3)ccc2C)c1, CC1CNCC(C)N1, ClCCl. Product: CCc1nc2c(cnn2CC)c(NC2CCOCC2)c1CNC(=O)c1cccc(C(=O)NCc2cc(-c3cccc(CN4CC(C)NC(C)C4)c3)ccc2C)c1. RXN SMILES: [C:58]([OH:59])(=[O:60])[CH3:61].[CH2:1]([CH3:2])[n:3]1[n:4][cH:5][c:6]2[c:7]1[n:8][c:9]([CH2:48][CH3:49])[c:10]([CH2:19][NH:20][C:21](=[O:22])[c:23]1[cH:24][c:25]([C:29](=[O:30])[NH:31][CH2:32][c:33]3[cH:34][c:35](-[c:40]4[cH:41][c:42]([CH:46]=[O:47])[cH:43][cH:44][cH:45]4)[cH:36][cH:37][c:38]3[CH3:39])[cH:26][cH:27][cH:28]1)[c:11]2[NH:12][CH:13]1[CH2:14][CH2:15][O:16][CH2:17][CH2:18]1.[CH3:50][CH:51]1[NH:52][CH:53]([CH3:57])[CH2:54][NH:55][CH2:56]1.[Cl:62][CH2:63][Cl:64]>>[CH2:1]([CH3:2])[n:3]1[n:4][cH:5][c:6]2[c:7]1[n:8][c:9]([CH2:48][CH3:49])[c:10]([CH2:19][NH:20][C:21](=[O:22])[c:23]1[cH:24][c:25]([C:29](=[O:30])[NH:31][CH2:32][c:33]3[cH:34][c:35](-[c:40]4[cH:41][c:42]([CH2:46][N:55]5[CH2:54][CH:53]([CH3:57])[NH:52][CH:51]([CH3:50])[CH2:56]5)[cH:43][cH:44][cH:45]4)[cH:36][cH:37][c:38]3[CH3:39])[cH:26][cH:27][cH:28]1)[c:11]2[NH:12][CH:13]1[CH2:14][CH2:15][O:16][CH2:17][CH2:18]1. Starting materials: CN, Cn1c2ccc(Cl)cc2n2c(CC(=O)O)c(-c3ccccc3)nc12, Cl, C1CCOC1. Product: CNC(=O)Cc1c(-c2ccccc2)nc2n(C)c3ccc(Cl)cc3n12. As a reaction SMILES: [CH3:25][NH2:26].[Cl:1][c:2]1[cH:3][cH:4][c:5]2[c:6]([n:7]3[c:8]([n:9]2[CH3:10])[n:11][c:12](-[c:18]2[cH:19][cH:20][cH:21][cH:22][cH:23]2)[c:13]3[CH2:14][C:15](=[O:16])[OH:17])[cH:24]1.[ClH:27].[O:28]1[CH2:29][CH2:30][CH2:31][CH2:32]1>>[Cl:1][c:2]1[cH:3][cH:4][c:5]2[c:6]([n:7]3[c:8]([n:9]2[CH3:10])[n:11][c:12](-[c:18]2[cH:19][cH:20][cH:21][cH:22][cH:23]2)[c:13]3[CH2:14][C:15](=[O:17])[NH:26][CH3:25])[cH:24]1. Starting materials: Cl (HCl), crude product, FC(C(C(C)C)(O)C[N+](=O)[O-])(F)F (1,1,1-trifluoro-3-methyl-2-(nitromethyl)butan-2-ol). Reagents/catalysts: [Pd] (Pd on carbon). Run in CO (methanol), CO (methanol), CCO (EtOH). Conditions: time 6 day. Product: [Cl-].OC(C[NH3+])(C(C)C)C(F)(F)F (2-Hydroxy-3-methyl-2-(trifluoromethyl)butan-1-aminium chloride). As a reaction SMILES: [F:1][C:2]([F:13])([F:12])[C:3]([CH2:8][N+:9]([O-])=O)([OH:7])[CH:4]([CH3:6])[CH3:5].[ClH:14]>CCO.CO.[Pd]>[Cl-:14].[OH:7][C:3]([C:2]([F:1])([F:12])[F:13])([CH:4]([CH3:6])[CH3:5])[CH2:8][NH3+:9] |f:5.6|. Reported procedure: To a solution of 1,1,1-trifluoro-3-methyl-2-(nitromethyl)butan-2-ol (753 mg, 3.74 mmol) in EtOH (10 ml) in a 25 ml medium pressure glass hydrogenation vessel under N2, 10% Pd on carbon (39.8 mg, 0.374 mmol) was added. The vessel was flushed with N2, followed by H2 (22.64 mg, 11.23 mmol) at 5 bar pressure and stirred at RT for 6 days. The mixture was filtered through Celite® and washed through with EtOH (30 ml), followed by DCM (10 ml). The filtrate was concentrated under vacuum to give a colourl... Reactants: Cl, Cl, O=S(=O)(Cl)c1ccc(F)cc1, c1cc2c(cc1OCCCN1CCCCC1)CNCC2. Yields the product Cl, O=S(=O)(c1ccc(F)cc1)N1CCc2ccc(OCCCN3CCCCC3)cc2C1. As a reaction SMILES: [ClH:1].[ClH:2].[F:23][c:24]1[cH:25][cH:26][c:27]([S:30](=[O:31])(=[O:32])[Cl:33])[cH:28][cH:29]1.[N:3]1([CH2:9][CH2:10][CH2:11][O:12][c:13]2[cH:14][cH:15][c:16]3[c:21]([cH:22]2)[CH2:20][NH:19][CH2:18][CH2:17]3)[CH2:4][CH2:5][CH2:6][CH2:7][CH2:8]1>>[ClH:33].[N:3]1([CH2:9][CH2:10][CH2:11][O:12][c:13]2[cH:14][cH:15][c:16]3[c:21]([cH:22]2)[CH2:20][N:19]([S:30]([c:27]2[cH:26][cH:25][c:24]([F:23])[cH:29][cH:28]2)(=[O:31])=[O:32])[CH2:18][CH2:17]3)[CH2:4][CH2:5][CH2:6][CH2:7][CH2:8]1. The reactants are CCO, Cc1cccc2c1C=C(C(=O)O)C2C, O. Yields the product Cc1cccc2c1CC(C(=O)O)C2C. Reaction SMILES: [CH2:16]([OH:17])[CH3:18].[CH3:1][CH:2]1[C:3]([C:12](=[O:13])[OH:14])=[CH:4][c:5]2[c:6]([CH3:11])[cH:7][cH:8][cH:9][c:10]21.[OH2:15]>>[CH3:1][CH:2]1[CH:3]([C:12](=[O:13])[OH:14])[CH2:4][c:5]2[c:6]([CH3:11])[cH:7][cH:8][cH:9][c:10]21. Product: CC=1C(=NC=C(C1)C)N1CCN(CC1)C(=O)C1=CC(=C(C=C1)N1C(N(C(C1C)=O)C)=O)F (1-{4-[4-(3,5-dimethylpyridin-2-yl)piperazine-1-carbonyl]-2-fluorophenyl}-3,5-dimethylimidazolidine-2,4-dione). Reactants: CC=1C(=NC=C(C1)C)N1CCN(CC1)C(=O)C1=CC(=C(C=C1)N1C(NC(C1C)=O)=O)F (1-{4-[4-(3,5-dimethylpyridin-2-yl)piperazine-1-carbonyl]-2-fluorophenyl}-5-methylimidazolidine-2,4-dione), CI (methyl iodide). Procedure: Using 1-{4-[4-(3,5-dimethylpyridin-2-yl)piperazine-1-carbonyl]-2-fluorophenyl}-5-methylimidazolidine-2,4-dione (90 mg) described in Example 528 and methyl iodide (17 μL) and by the reaction and treatment in the same manner as in Example 36, the title compound (22 mg) was obtained. As a reaction SMILES: [CH3:1][C:2]1[C:3]([N:9]2[CH2:14][CH2:13][N:12]([C:15]([C:17]3[CH:22]=[CH:21][C:20]([N:23]4[CH:27]([CH3:28])[C:26](=[O:29])[NH:25][C:24]4=[O:30])=[C:19]([F:31])[CH:18]=3)=[O:16])[CH2:11][CH2:10]2)=[N:4][CH:5]=[C:6]([CH3:8])[CH:7]=1.[CH3:32]I>>[CH3:1][C:2]1[C:3]([N:9]2[CH2:10][CH2:11][N:12]([C:15]([C:17]3[CH:22]=[CH:21][C:20]([N:23]4[CH:27]([CH3:28])[C:26](=[O:29])[N:25]([CH3:32])[C:24]4=[O:30])=[C:19]([F:31])[CH:18]=3)=[O:16])[CH2:13][CH2:14]2)=[N:4][CH:5]=[C:6]([CH3:8])[CH:7]=1.